describe an organic reaction: reactants, conditions, products, and yield From a dataset of the Open Reaction Database (ORD), a public repository of structured organic reaction records. Starting materials: C1CC(CC=2C3=CC=CC=C3NC12)C(=O)O (2,3,4,9-tetrahydro-1H-carbazole-3-carboxylic acid), [H-].[Na+] (NaH), OP(=O)(O)[O-].[K+] (KH2PO4), BrCC(=O)OCC (ethyl bromoacetate). Run in CN(C)C=O (DMF). Reaction conditions: time 1 hour. Yields the product C(C)OC(=O)CN1C2=CC=CC=C2C=2CC(CCC12)C(=O)O (9-Ethoxycarbonylmethyl-2,3,4,9-tetrahydro-1H-carbazole-3-carboxylic acid). Yield: 0.1%. Reaction SMILES: [CH2:1]1[C:13]2[NH:12][C:11]3[C:6](=[CH:7][CH:8]=[CH:9][CH:10]=3)[C:5]=2[CH2:4][CH:3]([C:14]([OH:16])=[O:15])[CH2:2]1.[H-].[Na+].Br[CH2:20][C:21]([O:23][CH2:24][CH3:25])=[O:22].OP([O-])(O)=O.[K+]>CN(C=O)C>[CH2:24]([O:23][C:21]([CH2:20][N:12]1[C:13]2[CH2:1][CH2:2][CH:3]([C:14]([OH:16])=[O:15])[CH2:4][C:5]=2[C:6]2[C:11]1=[CH:10][CH:9]=[CH:8][CH:7]=2)=[O:22])[CH3:25] |f:1.2,4.5|. Reported procedure: To a stirred solution of 2,3,4,9-tetrahydro-1H-carbazole-3-carboxylic acid (0.40 g, 1.86 mmol) in dry DMF (4 ml) is added NaH (0.16 g, 4.1 mmol, 60% in mineral oil) in one portion. After gas evolution has ceased, the reaction mixture is kept stirring at rt for 1 h. Then, ethyl bromoacetate (0.21 ml, 1.9 mmol) is added and stirring is continued overnight. Saturated KH2PO4 solution is added and the mixture is extracted with dichloromethane. The organic layers are combined and washed with H2O and b... Reactants: mercuric oxide, ClC1=C(COC=2C(=NC=CC2)NC(=S)NC2=CC=CC=C2)C(=CC=C1)Cl (N-[3-(2-,6-dichlorobenzyloxy)pyrid-2-yl]-N'-phenylthiourea), N (ammonia). Run at time 15 hour. The product is ClC1=C(COC=2C(=NC=CC2)NC(=N)NC2=CC=CC=C2)C(=CC=C1)Cl (N-[3-(2,6-Dichlorobenzyloxy)pyrid-2-yl]-N'-phenylguanidine). RXN SMILES: [Cl:1][C:2]1[CH:25]=[CH:24][CH:23]=[C:22]([Cl:26])[C:3]=1[CH2:4][O:5][C:6]1[C:7]([NH:12][C:13]([NH:15][C:16]2[CH:21]=[CH:20][CH:19]=[CH:18][CH:17]=2)=S)=[N:8][CH:9]=[CH:10][CH:11]=1.[NH3:27]>>[Cl:1][C:2]1[CH:25]=[CH:24][CH:23]=[C:22]([Cl:26])[C:3]=1[CH2:4][O:5][C:6]1[C:7]([NH:12][C:13]([NH:15][C:16]2[CH:21]=[CH:20][CH:19]=[CH:18][CH:17]=2)=[NH:27])=[N:8][CH:9]=[CH:10][CH:11]=1. Reported procedure: A mixture of yellow mercuric oxide (0.62 g, 0.0029 mol), N-[3-(2-,6-dichlorobenzyloxy)pyrid-2-yl]-N'-phenylthiourea (1.0 g, 0.0025 mol) and methanolic ammonia solution (30 ml) was stirred for 15 hours at room temperature. The solvent was removed in vacuo and the black residue was boiled with chloroform and filtered hot. Evaporation of the solvent followed by recrystallisation from ethanol gave the desired product. Yield 0.33 g (55%), m.p. 163°-165 ° C. Reactants: ClCCC=1C=C2CC(NC2=CC1)=O (5-(2-chloroethyl)-oxindole), S1N=C(C2=C1C=CC=C2)N2CCNCC2 (N-(1,2-benzisothiazol-3-yl)piperazine), C([O-])([O-])=O.[Na+].[Na+] (sodium carbonate), [I-].[Na+] (sodium iodide). Solvent: CC(=O)CC(C)C (methylisobutyl ketone). The product is S1N=C(C2=C1C=CC=C2)N2CCN(CC2)CCC=2C=C1CC(NC1=CC2)=O (5-(2-(4-(1,2-Benzisothiazol-3 -yl)piperazinyl)ethyl)oxindole). As a reaction SMILES: Cl[CH2:2][CH2:3][C:4]1[CH:5]=[C:6]2[C:10](=[CH:11][CH:12]=1)[NH:9][C:8](=[O:13])[CH2:7]2.[S:14]1[C:18]2[CH:19]=[CH:20][CH:21]=[CH:22][C:17]=2[C:16]([N:23]2[CH2:28][CH2:27][NH:26][CH2:25][CH2:24]2)=[N:15]1.C(=O)([O-])[O-].[Na+].[Na+].[I-].[Na+]>CC(CC(C)C)=O>[S:14]1[C:18]2[CH:19]=[CH:20][CH:21]=[CH:22][C:17]=2[C:16]([N:23]2[CH2:24][CH2:25][N:26]([CH2:2][CH2:3][C:4]3[CH:5]=[C:6]4[C:10](=[CH:11][CH:12]=3)[NH:9][C:8](=[O:13])[CH2:7]4)[CH2:27][CH2:28]2)=[N:15]1 |f:2.3.4,5.6|. Procedure details: To a 125 ml round-bottomed flask equipped with N2 inlet and condenser were added 0.62 g (3.20 mmol) 5-(2-chloroethyl)-oxindole, 0.70 g (3.20 mmol) N-(1,2-benzisothiazol-3-yl)piperazine, 0.68 g (6.40 mmol) sodium carbonate, 2 mg sodium iodide, and 30 ml methylisobutyl ketone. The reaction was refluxed 40 hours, cooled, filtered, and evaporated. The residue was chromatographed on silica gel, eluting the byproducts with ethyl acetate (1 l) and the product with 4% methanol in ethyl acetate (1.5 l). ... Reactants: [Si](C)(C)(C(C)(C)C)OC1CCN(CC1)C=1C=CC(=C(C(=O)NC=2C(=C(C(=O)OC)C=CC2C)C)C1)C(F)(F)F (methyl 3-[[5-[4-[tert-butyl(dimethyl)silyl]oxy-1-piperidyl]-2(trifluoromethyl)benzoyl]amino]-2,4-dimethyl-benzoate), [N+](CCCC)(CCCC)(CCCC)CCCC.[F-] (Bu4NF). Run in C1CCOC1 (THF), C1CCOC1 (THF), ice water. Conditions: time 8 hour. The product is OC1CCN(CC1)C=1C=CC(=C(C(=O)NC=2C(=C(C(=O)OC)C=CC2C)C)C1)C(F)(F)F (methyl 3-[[5-(4-hydroxy-1-piperidyl)-2-(trifluoromethyl)benzoyl]amino]-2,4-dimethyl-benzoate). Isolated yield 76.3%. As a reaction SMILES: [Si]([O:8][CH:9]1[CH2:14][CH2:13][N:12]([C:15]2[CH:16]=[CH:17][C:18]([C:36]([F:39])([F:38])[F:37])=[C:19]([CH:35]=2)[C:20]([NH:22][C:23]2[C:24]([CH3:34])=[C:25]([CH:30]=[CH:31][C:32]=2[CH3:33])[C:26]([O:28][CH3:29])=[O:27])=[O:21])[CH2:11][CH2:10]1)(C(C)(C)C)(C)C.[N+](CCCC)(CCCC)(CCCC)CCCC.[F-]>C1COCC1>[OH:8][CH:9]1[CH2:14][CH2:13][N:12]([C:15]2[CH:16]=[CH:17][C:18]([C:36]([F:39])([F:37])[F:38])=[C:19]([CH:35]=2)[C:20]([NH:22][C:23]2[C:24]([CH3:34])=[C:25]([CH:30]=[CH:31][C:32]=2[CH3:33])[C:26]([O:28][CH3:29])=[O:27])=[O:21])[CH2:11][CH2:10]1 |f:1.2|. Reported procedure: To a solution of methyl 3-[[5-[4-[tert-butyl(dimethyl)silyl]oxy-1-piperidyl]-2(trifluoromethyl)benzoyl]amino]-2,4-dimethyl-benzoate (180 mg, 0.32 mmol) in THF (10.0 ml) is added Bu4NF 1.0 M in THF (2.0 ml) at 0° C. The reaction mixture is gradually warmed to ambient temperature. After 8 hours, the reaction mixture is diluted with ice-water and extracted with ethyl acetate. The organic layers are combined, dried over sodium sulfate, filtered, and concentrated under reduced pressure to give a resi... Starting materials: ClC=1N(C(C(=C(N1)C(F)(F)F)F)=O)C1=C(C=C(C(=C1)OC(C)C)Cl)F (2-chloro-1-(4-chloro-2-fluoro-5 -isopropoxyphenyl)-5-fluoro-4-trifluoromethyl-6(1H)-pyrimidinone), C[O-].[Na+] (sodium methylate). The solvent is CO (methanol). Product: ClC1=CC(=C(C=C1OC(C)C)N1C(=NC(=C(C1=O)F)C(F)(F)F)OC)F (1-(4-chloro-2-fluoro-5-isopropoxyphenyl)-5 -fluoro-2-methoxy-4-trifluoromethyl-6(1H)-pyrimidinone). RXN SMILES: Cl[C:2]1[N:3]([C:14]2[CH:19]=[C:18]([O:20][CH:21]([CH3:23])[CH3:22])[C:17]([Cl:24])=[CH:16][C:15]=2[F:25])[C:4](=[O:13])[C:5]([F:12])=[C:6]([C:8]([F:11])([F:10])[F:9])[N:7]=1.[CH3:26][O-:27].[Na+]>CO>[Cl:24][C:17]1[C:18]([O:20][CH:21]([CH3:23])[CH3:22])=[CH:19][C:14]([N:3]2[C:4](=[O:13])[C:5]([F:12])=[C:6]([C:8]([F:11])([F:10])[F:9])[N:7]=[C:2]2[O:27][CH3:26])=[C:15]([F:25])[CH:16]=1 |f:1.2|. Reported procedure: using 2-chloro-1-(4-chloro-2-fluoro-5 -isopropoxyphenyl)-5-fluoro-4-trifluoromethyl-6(1H)-pyrimidinone and sodium methylate in methanol there is obtained 1-(4-chloro-2-fluoro-5-isopropoxyphenyl)-5 -fluoro-2-methoxy-4-trifluoromethyl-6(1H)-pyrimidinone, m.p. 144°-146° C.; The reactants are CCOCC, CC(C)=O, CCCCC=O, [I-], [Li+], O. Product: CCCCC=CC(C)=O. RXN SMILES: [CH3:14][CH2:15][O:16][CH2:17][CH3:18].[CH3:3][C:4]([CH3:5])=[O:6].[CH:7]([CH2:8][CH2:9][CH2:10][CH3:11])=[O:12].[I-:1].[Li+:2].[OH2:13]>>[CH3:3][C:4]([CH:5]=[CH:7][CH2:8][CH2:9][CH2:10][CH3:11])=[O:6].